This data is from the Open Reaction Database (ORD), a public repository of structured organic reaction records. The task is: describe an organic reaction: reactants, conditions, products, and yield The reactants are O=C([O-])[O-], Cc1n[nH]c2cc(N(C)c3ccnc(Nc4cccc(CS(C)(=O)=O)c4)n3)ccc12, [Cs+], [Cs+], CI, CN(C)C=O, O. Product: Cc1c2ccc(N(C)c3ccnc(Nc4cccc(CS(C)(=O)=O)c4)n3)cc2nn1C. Reaction SMILES: [C:31](=[O:32])([O-:33])[O-:34].[CH3:1][N:2]([c:3]1[n:4][c:5]([NH:9][c:10]2[cH:11][c:12]([CH2:16][S:17](=[O:18])(=[O:19])[CH3:20])[cH:13][cH:14][cH:15]2)[n:6][cH:7][cH:8]1)[c:21]1[cH:22][cH:23][c:24]2[c:25]([CH3:30])[n:26][nH:27][c:28]2[cH:29]1.[Cs+:35].[Cs+:36].[I:37][CH3:38].[O:39]=[CH:40][N:41]([CH3:42])[CH3:43].[OH2:44]>>[CH3:1][N:2]([c:3]1[n:4][c:5]([NH:9][c:10]2[cH:11][c:12]([CH2:16][S:17](=[O:18])(=[O:19])[CH3:20])[cH:13][cH:14][cH:15]2)[n:6][cH:7][cH:8]1)[c:21]1[cH:22][cH:23][c:24]2[c:25]([CH3:30])[n:26]([CH3:31])[n:27][c:28]2[cH:29]1. Starting materials: COC(=O)COc1cc(C)cc(C)c1, O=S(=O)(O)Cl. The product is COC(=O)COc1cc(C)c(S(=O)(=O)Cl)c(C)c1. As a reaction SMILES: [CH3:1][c:2]1[cH:3][c:4]([O:5][CH2:6][C:7](=[O:8])[O:9][CH3:10])[cH:11][c:12]([CH3:14])[cH:13]1.[Cl:15][S:16](=[O:17])(=[O:18])[OH:19]>>[CH3:1][c:2]1[cH:3][c:4]([O:5][CH2:6][C:7](=[O:8])[O:9][CH3:10])[cH:11][c:12]([CH3:14])[c:13]1[S:16]([Cl:15])(=[O:17])=[O:18]. The reactants are CC(=O)OC1NC(=O)C1C(CO[SiH](C)C)C(C)(C)C, O=C([O-])O, C=CCOC(=O)N1CC(OC(=O)NC)CC1C=C(C)C(C)=O, CCN1CCCCC1, CCOC(C)=O, ClCCl, C[Si](C)(C)OS(=O)(=O)C(F)(F)F, [Na+], O. Product: C=CCOC(=O)N1CC(OC(=O)NC)CC1C=C(C)C(=O)CC1NC(=O)C1C(CO[SiH](C)C)C(C)(C)C. Reaction SMILES: [C:1]([O:2][CH:5]1[CH:6]([CH:10]([CH2:11][O:12][SiH:13]([CH3:14])[CH3:15])[C:16]([CH3:17])([CH3:18])[CH3:19])[C:7](=[O:9])[NH:8]1)(=[O:3])[CH3:4].[C:62](=[O:63])([O-:64])[OH:65].[CH2:40]([CH:41]=[CH2:42])[O:43][C:44](=[O:45])[N:46]1[CH:47]([CH:56]=[C:57]([C:58]([CH3:59])=[O:60])[CH3:61])[CH2:48][CH:49]([O:51][C:52]([NH:53][CH3:54])=[O:55])[CH2:50]1.[CH3:20][CH2:21][N:22]1[CH2:23][CH2:24][CH2:25][CH2:26][CH2:27]1.[CH3:71][CH2:72][O:73][C:74](=[O:75])[CH3:76].[Cl:67][CH2:68][Cl:69].[F:28][C:29]([F:30])([F:31])[S:32]([O:33][Si:34]([CH3:35])([CH3:36])[CH3:37])(=[O:38])=[O:39].[Na+:66].[OH2:70]>>[CH:5]1([CH2:59][C:58]([C:57](=[CH:56][CH:47]2[N:46]([C:44]([O:43][CH2:40][CH:41]=[CH2:42])=[O:45])[CH2:50][CH:49]([O:51][C:52]([NH:53][CH3:54])=[O:55])[CH2:48]2)[CH3:61])=[O:60])[CH:6]([CH:10]([CH2:11][O:12][SiH:13]([CH3:14])[CH3:15])[C:16]([CH3:17])([CH3:18])[CH3:19])[C:7](=[O:9])[NH:8]1. Starting materials: OC(CC#N)(CCCCC)C1=CC=C(C=C1)OC (3-hydroxy-3-(4-methoxyphenyl)octanenitrile), FC(C(=O)O)(F)F (trifluoroacetic acid). The solvent is ClCCl (dichloromethane). Conditions: time 8 hour. Product: COC1=CC=C(C=C1)/C(=C/C#N)/CCCCC ((E)-3-(4-methoxyphenyl)-2-octenenitrile). Isolated yield 99.3%. RXN SMILES: O[C:2]([C:11]1[CH:16]=[CH:15][C:14]([O:17][CH3:18])=[CH:13][CH:12]=1)([CH2:6][CH2:7][CH2:8][CH2:9][CH3:10])[CH2:3][C:4]#[N:5].FC(F)(F)C(O)=O>ClCCl>[CH3:18][O:17][C:14]1[CH:15]=[CH:16][C:11](/[C:2](/[CH2:6][CH2:7][CH2:8][CH2:9][CH3:10])=[CH:3]/[C:4]#[N:5])=[CH:12][CH:13]=1. Procedure: A solution of the above carbinol (107.8 g) in dichloromethane (540 mL) containing trifluoroacetic acid (21.6 mL) was heated at reflux for 7 hours and then was left at room tempertature overnight. The solution was washed in turn with water (250 mL). 1N NaOH solution (500 mL) and with brine (100 mL). After the aqueous layers were backwashed with dichloromethane (2×100 mL). the combined organic phases were dried (MgSO4) and evaporated to yield 99.2 g of crude (E)-3-(4-methoxyphenyl)-2-octenenitrile... Reactants: COC(=O)C=1N=C(C2=C(C=CC=C2C1O)OC1=CC=CC=C1)C#N (1-cyano-4-hydroxy-8-phenoxy-isoquinoline-3-carboxylic acid methyl ester), N[C@@H](C)C(=O)O (L-Alanine). The solvent is C[O-].[Na+].CO (sodium methoxide methanol). Product: C(#N)C1=NC(=C(C2=CC=CC(=C12)OC1=CC=CC=C1)O)C(=O)N[C@H](C(=O)O)C ((S)-2-[(1-Cyano-4-hydroxy-8-phenoxy-isoquinoline-3-carbonyl)-amino]-propionic acid). The yield is 100.0%. RXN SMILES: CO[C:3]([C:5]1[N:6]=[C:7]([C:23]#[N:24])[C:8]2[C:13]([C:14]=1[OH:15])=[CH:12][CH:11]=[CH:10][C:9]=2[O:16][C:17]1[CH:22]=[CH:21][CH:20]=[CH:19][CH:18]=1)=[O:4].[NH2:25][C@H:26]([C:28]([OH:30])=[O:29])[CH3:27]>C[O-].[Na+].CO>[C:23]([C:7]1[C:8]2[C:13](=[CH:12][CH:11]=[CH:10][C:9]=2[O:16][C:17]2[CH:18]=[CH:19][CH:20]=[CH:21][CH:22]=2)[C:14]([OH:15])=[C:5]([C:3]([NH:25][C@@H:26]([CH3:27])[C:28]([OH:30])=[O:29])=[O:4])[N:6]=1)#[N:24] |f:2.3.4|. Procedure details: A mixture of 1-cyano-4-hydroxy-8-phenoxy-isoquinoline-3-carboxylic acid methyl ester (101 mg, 0.31 mmol) and L-Alanine (561 mg, 6.29 mmol) in 0.5 M sodium methoxide/methanol (12 mL) was refluxed for four days before it was cooled to room temperature and concentrated in vacuo. The residue was dissolved in water (20 mL) and extracted with methyl t-butyl ether (2×30 mL). The remaining aqueous layer was acidified to pH=3 with 1N HCl (8 mL). The resulting white suspension was extracted with ethyl ace... Reactants: Fc1ccc(-c2cc(C(F)(F)F)nc(Cl)n2)cc1F, OB(O)c1ccnc(Cl)c1. The product is Fc1ccc(-c2cc(C(F)(F)F)nc(-c3ccnc(Cl)c3)n2)cc1F. RXN SMILES: [Cl:1][c:2]1[n:3][c:4](-[c:12]2[cH:13][c:14]([F:19])[c:15]([F:18])[cH:16][cH:17]2)[cH:5][c:6]([C:8]([F:9])([F:10])[F:11])[n:7]1.[Cl:20][c:21]1[n:22][cH:23][cH:24][c:25]([B:27]([OH:28])[OH:29])[cH:26]1>>[c:2]1(-[c:25]2[cH:24][cH:23][n:22][c:21]([Cl:20])[cH:26]2)[n:3][c:4](-[c:12]2[cH:13][c:14]([F:19])[c:15]([F:18])[cH:16][cH:17]2)[cH:5][c:6]([C:8]([F:9])([F:10])[F:11])[n:7]1. Reactants: OC1=CC=C(CC2N(N(CCN(CCN(C2)S(=O)(=O)C2=CC=C(C)C=C2)S(=O)(=O)C2=CC=C(C)C=C2)S(=O)(=O)C2=CC=C(C)C=C2)S(=O)(=O)C2=CC=C(C)C=C2)C=C1 (2-(4-hydroxybenzyl)-1,4,7,10-tetra-tosyl-1,4,7,10-tetraazacyclodecane), Br (hydrogen bromide), C(C)(=O)O (acetic acid). Solvent: C(C)OCC (diethyl ether), C(C)OCC (diethyl ether). The product is Br.Br.Br.OC1=CC=C(CC2NCCNCCNCCNC2)C=C1 (2-(4-hydroxybenzyl)-1,4,7,10-tetraazacyclododecane, trihydrobromide). As a reaction SMILES: [OH:1][C:2]1[CH:58]=[CH:57][C:5]([CH2:6][CH:7]2[CH2:16][N:15](S(C3C=CC(C)=CC=3)(=O)=O)[CH2:14][CH2:13][N:12](S(C3C=CC(C)=CC=3)(=O)=O)[CH2:11][CH2:10][N:9](S(C3C=CC(C)=CC=3)(=O)=O)[N:8]2S(C2C=CC(C)=CC=2)(=O)=O)=[CH:4][CH:3]=1.[BrH:59].[C:60](O)(=O)[CH3:61]>C(OCC)C>[BrH:59].[BrH:59].[BrH:59].[OH:1][C:2]1[CH:3]=[CH:4][C:5]([CH2:6][CH:7]2[CH2:16][NH:15][CH2:14][CH2:13][NH:12][CH2:11][CH2:10][NH:9][CH2:61][CH2:60][NH:8]2)=[CH:57][CH:58]=1 |f:4.5.6.7|. Procedure details: 12.0 g (12.7 mmol) of 2-(4-hydroxybenzyl)-1,4,7,10-tetra-tosyl-1,4,7,10-tetraazacyclodecane is heated in 50 ml of glacial acetic acid with 33% of hydrogen bromide for four hours to 100° C. It is poured into 300 ml of diethyl ether, suctioned off and resuspended twice in 300 ml of diethyl ether each. All operations are performed under nitrogen protective atmosphere. After drying in a vacuum, 5.16 g (78% of theory) is present of colorless crystals, which melt with decomposition at 115°-117° C. The reactants are COC1=CC=C(CN(C2=NC=C(C=N2)C=2C3=C(N=C(N2)N2CCOCC2)N(CC3)C3=C(C=C(C(=O)O)C=C3)F)CC3=CC=C(C=C3)OC)C=C1 (4-(4-{2-[bis-(4-methoxy-benzyl)-amino]-pyrimidin-5-yl}-2-morpholin-4-yl-5,6-dihydro-pyrrolo[2,3-d]pyrimidin-7-yl)-3-fluoro-benzoic acid), C=1C=CC2=C(C1)N=NN2O (HOBt), N1CCOCC1 (morpholine). Run in ClCCl (dichloromethane). Conditions: time 1 hour. The product is NC1=NC=C(C=N1)C=1C2=C(N=C(N1)N1CCOCC1)N(CC2)C2=C(C=C(C=C2)C(=O)N2CCOCC2)F ({4-[4-(2-amino-pyrimidin-5-yl)-2-morpholin-4-yl-5,6-dihydro-pyrrolo[2,3-d]pyrimidin-7-yl]-3-fluoro-phenyl}-morpholin-4-yl-methanone). Isolated yield 95.9%. As a reaction SMILES: COC1C=CC(C[N:8](CC2C=CC(OC)=CC=2)[C:9]2[N:14]=[CH:13][C:12]([C:15]3[C:16]4[CH2:29][CH2:28][N:27]([C:30]5[CH:38]=[CH:37][C:33]([C:34]([OH:36])=O)=[CH:32][C:31]=5[F:39])[C:17]=4[N:18]=[C:19]([N:21]4[CH2:26][CH2:25][O:24][CH2:23][CH2:22]4)[N:20]=3)=[CH:11][N:10]=2)=CC=1.C1C=CC2N(O)N=NC=2C=1.[NH:61]1[CH2:66][CH2:65][O:64][CH2:63][CH2:62]1>ClCCl>[NH2:8][C:9]1[N:10]=[CH:11][C:12]([C:15]2[C:16]3[CH2:29][CH2:28][N:27]([C:30]4[CH:38]=[CH:37][C:33]([C:34]([N:61]5[CH2:66][CH2:65][O:64][CH2:63][CH2:62]5)=[O:36])=[CH:32][C:31]=4[F:39])[C:17]=3[N:18]=[C:19]([N:21]3[CH2:22][CH2:23][O:24][CH2:25][CH2:26]3)[N:20]=2)=[CH:13][N:14]=1. Procedure: To a 4-(4-{2-[bis-(4-methoxy-benzyl)-amino]-pyrimidin-5-yl}-2-morpholin-4-yl-5,6-dihydro-pyrrolo[2,3-d]pyrimidin-7-yl)-3-fluoro-benzoic acid (120 mg, 0.177 mmol) obtained in Step A in 1-D-21, WSCI (68 mg, 0.35 mmol), HOBt (24 mg, 0.15 mmol) and morpholine (31 μl, 0.35 mmol), dichloromethane (4 ml) was added, followed by stirring for 1 hour. The reaction mixture was washed with water, and subsequently dried over sodium sulfate. The drying agent was removed, followed by concentration and drying. T...